Dataset: the Open Reaction Database (ORD), a public repository of structured organic reaction records. Task: describe an organic reaction: reactants, conditions, products, and yield Reactants: C(C)(C)(C)OC(=O)N1CC(C1)C(=O)O (1-(tert-butoxycarbonyl)azetidine-3-carboxylic acid), CSC.B (borane-dimethyl sulfide), Cl (HCl). Solvent: C1CCOC1 (THF). Reaction conditions: time 8 hour. Yields the product OCC1CN(C1)C(=O)OC(C)(C)C (tert-butyl 3-(hydroxymethyl)azetidine-1-carboxylate). Yield: 86.0%. As a reaction SMILES: [C:1]([O:5][C:6]([N:8]1[CH2:11][CH:10]([C:12](O)=[O:13])[CH2:9]1)=[O:7])([CH3:4])([CH3:3])[CH3:2].CSC.B.Cl>C1COCC1>[OH:13][CH2:12][CH:10]1[CH2:11][N:8]([C:6]([O:5][C:1]([CH3:4])([CH3:3])[CH3:2])=[O:7])[CH2:9]1 |f:1.2|. Reported procedure: To a solution of 1-(tert-butoxycarbonyl)azetidine-3-carboxylic acid (2.0 g) in THF (30 ml) was added borane-dimethyl sulfide complex (4.0 ml; 10.0 M as borane) under ice-cooled bath, and the mixture was stirred for 8 hours at room temperature. 1 N HCl (10 ml) was added dropwise to the mixture under ice-cooled bath, and THF was removed under reduced pressure. The whole residue was extracted with EtOAc, and the extract was washed with brine and dried over MgSO4. Concentration under reduced pressur...